This data is from the Open Reaction Database (ORD), a public repository of structured organic reaction records. The task is: describe an organic reaction: reactants, conditions, products, and yield The reactants are C(C)N(C(C(C1=CC=CC=C1)N1CCN(CC1)C1=C(C=C(C=C1)C=O)F)=O)CC (N,N-diethyl-2-[4-(2-fluoro-4-formyl-phenyl)-piperazin-1-yl]-2-phenyl-acetamide), [BH4-].[Na+] (NaBH4). Run in C(C)O (ethanol). Run at time 3 day. Yields the product C(C)N(C(C(C1=CC=CC=C1)N1CCN(CC1)C1=C(C=C(C=C1)CO)F)=O)CC (N,N-Diethyl-2-[4-(2-fluoro-4-hydroxymethyl-phenyl)-piperazin-1-yl]-2-phenyl-acetamide). Isolated yield 95.2%. RXN SMILES: [CH2:1]([N:3]([CH2:28][CH3:29])[C:4](=[O:27])[CH:5]([N:12]1[CH2:17][CH2:16][N:15]([C:18]2[CH:23]=[CH:22][C:21]([CH:24]=[O:25])=[CH:20][C:19]=2[F:26])[CH2:14][CH2:13]1)[C:6]1[CH:11]=[CH:10][CH:9]=[CH:8][CH:7]=1)[CH3:2].[BH4-].[Na+]>C(O)C>[CH2:28]([N:3]([CH2:1][CH3:2])[C:4](=[O:27])[CH:5]([N:12]1[CH2:13][CH2:14][N:15]([C:18]2[CH:23]=[CH:22][C:21]([CH2:24][OH:25])=[CH:20][C:19]=2[F:26])[CH2:16][CH2:17]1)[C:6]1[CH:11]=[CH:10][CH:9]=[CH:8][CH:7]=1)[CH3:29] |f:1.2|. Procedure details: A solution of N,N-diethyl-2-[4-(2-fluoro-4-formyl-phenyl)-piperazin-1-yl]-2-phenyl-acetamide (0.76 g, 1.92 mmol) in ethanol (35 mL) was treated with NaBH4 (0.11 g). After 3 d, the solvent was removed and water (5 mL) and 1 M NaOH were added (˜pH 10). The mixture was extracted with DCM and the solvent removed. Purification on SiO2EtOAc/hexanes) provided 0.73 g of the title compound. MS (ESI): mass calcd. for C23H30FN3O2, 399.5. m/z found, 400.5 [M+H]+. Reactants: COc1ccccc1N1CCNCC1, c1cc2c(c(OCC3CO3)c1)SCCC2, C1CCOC1. The product is COc1ccccc1N1CCN(CC(O)COc2cccc3c2SCCC3)CC1. As a reaction SMILES: [CH3:16][O:17][c:18]1[c:19]([N:24]2[CH2:25][CH2:26][NH:27][CH2:28][CH2:29]2)[cH:20][cH:21][cH:22][cH:23]1.[O:1]1[CH:2]([CH2:3][O:4][c:5]2[cH:6][cH:7][cH:8][c:9]3[c:14]2[S:13][CH2:12][CH2:11][CH2:10]3)[CH2:15]1.[O:30]1[CH2:31][CH2:32][CH2:33][CH2:34]1>>[OH:1][CH:2]([CH2:3][O:4][c:5]1[cH:6][cH:7][cH:8][c:9]2[c:14]1[S:13][CH2:12][CH2:11][CH2:10]2)[CH2:15][N:27]1[CH2:26][CH2:25][N:24]([c:19]2[c:18]([O:17][CH3:16])[cH:23][cH:22][cH:21][cH:20]2)[CH2:29][CH2:28]1. Reactants: FC=1C=C2CCC(C2=CC1)NC1=NC2=CC=C(C=C2C=C1)N (rac-N2-(5-fluoro-indan-1-yl)-quinoline-2,6-diamine), C1(CC1)C(=O)O (cyclopropyl carboxylic acid). Yields the product FC=1C=C2CCC(C2=CC1)NC1=NC2=CC=C(C=C2C=C1)NC(=O)C1CC1 (rac-Cyclopropanecarboxylic acid [2-(5-fluoro-indan-1-ylamino)-quinolin-6-yl]-amide). RXN SMILES: [F:1][C:2]1[CH:3]=[C:4]2[C:8](=[CH:9][CH:10]=1)[CH:7]([NH:11][C:12]1[CH:21]=[CH:20][C:19]3[C:14](=[CH:15][CH:16]=[C:17]([NH2:22])[CH:18]=3)[N:13]=1)[CH2:6][CH2:5]2.[CH:23]1([C:26](O)=[O:27])[CH2:25][CH2:24]1>>[F:1][C:2]1[CH:3]=[C:4]2[C:8](=[CH:9][CH:10]=1)[CH:7]([NH:11][C:12]1[CH:21]=[CH:20][C:19]3[C:14](=[CH:15][CH:16]=[C:17]([NH:22][C:26]([CH:23]4[CH2:25][CH2:24]4)=[O:27])[CH:18]=3)[N:13]=1)[CH2:6][CH2:5]2. Procedure details: The title compound was prepared in accordance with the general method 14 described in example 119 from rac-N2-(5-fluoro-indan-1-yl)-quinoline-2,6-diamine and cyclopropyl carboxylic acid; MS: m/e=362.2 (M+H+). Starting materials: OC=1C=C(C=O)C=CC1OC (3-hydroxy-4-methoxybenzaldehyde), C(=O)(O)CS(=O)(=O)CS(=O)(=O)CC(=O)O (carboxymethane-sulfonylmethanesulfonyl-acetic acid). Run in C(C)(=O)O (acetic acid). The product is OC=1C=C(/C=C/S(=O)(=O)CS(=O)(=O)/C=C/C=2C=CC(=C(C2)O)OC)C=CC1OC (5-((1E)-2-(((E)-3-Hydroxy-4-methoxystyrylsulfonyl) methylsulfonyl)-vinyl)-2-methoxyphenol). Isolated yield 62.0%. Reaction SMILES: [OH:1][C:2]1[CH:3]=[C:4]([CH:7]=[CH:8][C:9]=1[O:10][CH3:11])[CH:5]=O.C([CH2:15][S:16]([CH2:19][S:20]([CH2:23][C:24](O)=O)(=[O:22])=[O:21])(=[O:18])=[O:17])(O)=O>C(O)(=O)C>[OH:1][C:2]1[CH:3]=[C:4]([CH:7]=[CH:8][C:9]=1[O:10][CH3:11])/[CH:5]=[CH:15]/[S:16]([CH2:19][S:20](/[CH:23]=[CH:24]/[C:4]1[CH:7]=[CH:8][C:9]([O:10][CH3:11])=[C:2]([OH:1])[CH:3]=1)(=[O:21])=[O:22])(=[O:17])=[O:18]. Procedure: A solution of 3-hydroxy-4-methoxybenzaldehyde (2 mmol) and carboxymethane-sulfonylmethanesulfonyl-acetic acid (1 mmol) in acetic acid (10 mL) was subjected to General Procedure 1, to yield the title compound in 62% yield. m.p. 148-150° C. Reactants: CC(C)(C)OC(=O)N1CCC(C2CO2)C1, C1CCOC1, CC(C)O, [H-], [Na+]. Yields the product CC(C)OCC(O)C1CCN(C(=O)OC(C)(C)C)C1. RXN SMILES: [C:7]([CH3:8])([CH3:9])([CH3:10])[O:11][C:12](=[O:13])[N:14]1[CH2:15][CH:16]([CH:19]2[O:20][CH2:21]2)[CH2:17][CH2:18]1.[CH2:22]1[CH2:25][CH2:24][CH2:23][O:26]1.[CH:1]([CH3:2])([CH3:3])[OH:4].[H-:6].[Na+:5]>>[CH:1]([CH3:2])([CH3:3])[O:20][CH2:21][CH:19]([CH:16]1[CH2:15][N:14]([C:12]([O:11][C:7]([CH3:8])([CH3:9])[CH3:10])=[O:13])[CH2:18][CH2:17]1)[OH:26]. Procedure: A mixture of N-benzyl-2-chloroacetamide (17.8 g), DIPEA (19.5 mL) and 4-fluoro-2-methyl-aniline (10.6 mL) in anhydrous DMF (174 mL) was stirred at 100° C. for 40 hours under a Nitrogen atmosphere. After cooling to r.t., the dark solution was partitioned between AcOEt (200 mL) and water (200 mL). The separated aqueous phase was extracted with further AcOEt (3×200 mL). The combined organic extracts were washed with water (200 mL), dried and concentrated in vacuo. The residue was purified by flash ... The solvent is CN(C)C=O (DMF). Product: C(C1=CC=CC=C1)NC(CNC1=C(C=C(C=C1)F)C)=O (N-Benzyl-2-(4-fluoro-2-methyl-phenylamino)acetamide). Conditions: temperature 100 celsius, time 40 hour. As a reaction SMILES: [CH2:1]([NH:8][C:9](=[O:12])[CH2:10]Cl)[C:2]1[CH:7]=[CH:6][CH:5]=[CH:4][CH:3]=1.CCN(C(C)C)C(C)C.[F:22][C:23]1[CH:29]=[CH:28][C:26]([NH2:27])=[C:25]([CH3:30])[CH:24]=1>CN(C=O)C>[CH2:1]([NH:8][C:9](=[O:12])[CH2:10][NH:27][C:26]1[CH:28]=[CH:29][C:23]([F:22])=[CH:24][C:25]=1[CH3:30])[C:2]1[CH:7]=[CH:6][CH:5]=[CH:4][CH:3]=1. Starting materials: C(C1=CC=CC=C1)NC(CCl)=O (N-benzyl-2-chloroacetamide), CCN(C(C)C)C(C)C (DIPEA), FC1=CC(=C(N)C=C1)C (4-fluoro-2-methyl-aniline).